From a dataset of the Open Reaction Database (ORD), a public repository of structured organic reaction records. describe an organic reaction: reactants, conditions, products, and yield Reactants: Br[Mg]c1ccccc1, O=Cc1cnccc1C(=O)c1ccccc1, C1CCOC1. The product is O=C(c1ccccc1)c1ccncc1C(O)c1ccccc1. RXN SMILES: [Br:17][Mg:18][c:19]1[cH:20][cH:21][cH:22][cH:23][cH:24]1.[C:1]([c:2]1[cH:3][cH:4][cH:5][cH:6][cH:7]1)(=[O:8])[c:9]1[c:10]([CH:15]=[O:16])[cH:11][n:12][cH:13][cH:14]1.[CH2:25]1[O:26][CH2:27][CH2:28][CH2:29]1>>[C:1]([c:2]1[cH:3][cH:4][cH:5][cH:6][cH:7]1)(=[O:8])[c:9]1[c:10]([CH:15]([OH:16])[c:19]2[cH:20][cH:21][cH:22][cH:23][cH:24]2)[cH:11][n:12][cH:13][cH:14]1. Starting materials: ClCCl, CS(=O)(=O)Cl, CCCN(CC1CCNCC1)C1CCc2ccc([N+](=O)[O-])cc2C1, c1ccncc1. Yields the product CCCN(CC1CCN(S(C)(=O)=O)CC1)C1CCc2ccc([N+](=O)[O-])cc2C1. Reaction SMILES: [CH2:36]([Cl:37])[Cl:38].[CH3:31][S:32]([Cl:33])(=[O:34])=[O:35].[N+:1](=[O:2])([O-:3])[c:4]1[cH:5][cH:6][c:7]2[c:12]([cH:13]1)[CH2:11][CH:10]([N:14]([CH2:15][CH2:16][CH3:17])[CH2:18][CH:19]1[CH2:20][CH2:21][NH:22][CH2:23][CH2:24]1)[CH2:9][CH2:8]2.[cH:25]1[cH:26][cH:27][n:28][cH:29][cH:30]1>>[N+:1](=[O:2])([O-:3])[c:4]1[cH:5][cH:6][c:7]2[c:12]([cH:13]1)[CH2:11][CH:10]([N:14]([CH2:15][CH2:16][CH3:17])[CH2:18][CH:19]1[CH2:20][CH2:21][N:22]([S:32]([CH3:31])(=[O:34])=[O:35])[CH2:23][CH2:24]1)[CH2:9][CH2:8]2. Starting materials: FC(COC1=C(C(=O)NCC2N(CCCC2)CC)C=C(C=C1)OCC(F)(F)F)(F)F (2,5-bis(2,2,2-trifluoroethoxy)-N-[(1-ethyl-2-piperidyl)methyl]benzamide), CI (methyl iodide). Yields the product [I-].FC(COC1=C(C(=O)NCC2[N+](CCCC2)(C)CC)C=C(C=C1)OCC(F)(F)F)(F)F (2-[2,5-bis(2,2,2-trifluoroethoxy)benzamidomethyl]-1-ethyl-1-methylpiperidinium iodide). As a reaction SMILES: [F:1][C:2]([F:30])([F:29])[CH2:3][O:4][C:5]1[CH:22]=[CH:21][C:20]([O:23][CH2:24][C:25]([F:28])([F:27])[F:26])=[CH:19][C:6]=1[C:7]([NH:9][CH2:10][CH:11]1[CH2:16][CH2:15][CH2:14][CH2:13][N:12]1[CH2:17][CH3:18])=[O:8].[CH3:31][I:32]>>[I-:32].[F:30][C:2]([F:1])([F:29])[CH2:3][O:4][C:5]1[CH:22]=[CH:21][C:20]([O:23][CH2:24][C:25]([F:28])([F:27])[F:26])=[CH:19][C:6]=1[C:7]([NH:9][CH2:10][CH:11]1[CH2:16][CH2:15][CH2:14][CH2:13][N+:12]1([CH2:17][CH3:18])[CH3:31])=[O:8] |f:2.3|. Procedure details: Using the method of Example 37, 2,5-bis(2,2,2-trifluoroethoxy)-N-[(1-ethyl-2-piperidyl)methyl]benzamide is reacted with methyl iodide to provide 2-[2,5-bis(2,2,2-trifluoroethoxy)benzamidomethyl]-1-ethyl-1-methylpiperidinium iodide as a white solid, m.p. 162°-165° C. The reactants are Cc1cc2c(cc1C(F)(F)F)N(CCOCc1ccccc1)CCCC2N(Cc1cc(C(F)(F)F)cc(C(F)(F)F)c1)c1nnn(C)n1, CCO. Product: Cc1cc2c(cc1C(F)(F)F)N(CCO)CCCC2N(Cc1cc(C(F)(F)F)cc(C(F)(F)F)c1)c1nnn(C)n1. Reaction SMILES: [CH2:1]([c:2]1[cH:3][cH:4][cH:5][cH:6][cH:7]1)[O:8][CH2:9][CH2:10][N:11]1[c:12]2[c:13]([cH:40][c:41]([CH3:48])[c:42]([C:44]([F:45])([F:46])[F:47])[cH:43]2)[CH:14]([N:18]([c:19]2[n:20][n:21][n:22]([CH3:24])[n:23]2)[CH2:25][c:26]2[cH:27][c:28]([C:36]([F:37])([F:38])[F:39])[cH:29][c:30]([C:32]([F:33])([F:34])[F:35])[cH:31]2)[CH2:15][CH2:16][CH2:17]1.[CH3:49][CH2:50][OH:51]>>[OH:8][CH2:9][CH2:10][N:11]1[c:12]2[c:13]([cH:40][c:41]([CH3:48])[c:42]([C:44]([F:45])([F:46])[F:47])[cH:43]2)[CH:14]([N:18]([c:19]2[n:20][n:21][n:22]([CH3:24])[n:23]2)[CH2:25][c:26]2[cH:27][c:28]([C:36]([F:37])([F:38])[F:39])[cH:29][c:30]([C:32]([F:33])([F:34])[F:35])[cH:31]2)[CH2:15][CH2:16][CH2:17]1. Starting materials: ClCC1=CC=C(C=C1)NC(=O)C1=CC2=CC(=CC=C2CC1)C1=CC=C(C=C1)C (N-[4-(chloromethyl)-phenyl]-7-(4-methylphenyl)-3,4-dihydro-naphthalene-2-carboxamide), N1CCSCC1 (thiomorpholine), C(O)([O-])=O.[Na+] (sodium hydrogen carbonate). Run in C1CCOC1 (THF). Yields the product CC1=CC=C(C=C1)C1=CC=C2CCC(=CC2=C1)C(=O)NC1=CC=C(C=C1)CN1CCSCC1 (7-(4methylphenyl)-N-[4-(thiomorpholinomethyl)-phenyl]-3,4-dihydro-naphthalene-2-carboxamide). As a reaction SMILES: Cl[CH2:2][C:3]1[CH:8]=[CH:7][C:6]([NH:9][C:10]([C:12]2[CH2:21][CH2:20][C:19]3[C:14](=[CH:15][C:16]([C:22]4[CH:27]=[CH:26][C:25]([CH3:28])=[CH:24][CH:23]=4)=[CH:17][CH:18]=3)[CH:13]=2)=[O:11])=[CH:5][CH:4]=1.[NH:29]1[CH2:34][CH2:33][S:32][CH2:31][CH2:30]1.C(=O)([O-])O.[Na+]>C1COCC1>[CH3:28][C:25]1[CH:24]=[CH:23][C:22]([C:16]2[CH:15]=[C:14]3[C:19]([CH2:20][CH2:21][C:12]([C:10]([NH:9][C:6]4[CH:5]=[CH:4][C:3]([CH2:2][N:29]5[CH2:34][CH2:33][S:32][CH2:31][CH2:30]5)=[CH:8][CH:7]=4)=[O:11])=[CH:13]3)=[CH:18][CH:17]=2)=[CH:27][CH:26]=1 |f:2.3|. Procedure details: In THF (10ml) was dissolved N-[4-(chloromethyl)-phenyl]-7-(4-methylphenyl)-3,4-dihydro-naphthalene-2-carboxamide (300mg), and to the mixture was added thiomorpholine (233 μl). The mixture was refluxed for 20 hours. The reaction mixture was cooled to room temperature, and to the mixture was added 5% sodium hydrogen carbonate solution (50ml). The mixture was extracted with ethyl acetate. The organic layer was washed with saturated sodium chloride solution, dried with anhydrous sodium sulfate, and ... The reactants are CSC(=N)N[N+](=O)[O-], CC(=O)OC(C)=O, c1ccncc1. Product: CSC(=N[N+](=O)[O-])NC(C)=O. Reaction SMILES: [CH3:1][S:2][C:3]([NH:4][N+:5](=[O:6])[O-:7])=[NH:8].[CH3:9][C:10](=[O:11])[O:12][C:13](=[O:14])[CH3:15].[cH:16]1[cH:17][cH:18][n:19][cH:20][cH:21]1>>[CH3:1][S:2][C:3](=[N:4][N+:5](=[O:6])[O-:7])[NH:8][C:10]([CH3:9])=[O:11].